This data is from the Open Reaction Database (ORD), a public repository of structured organic reaction records. The task is: describe an organic reaction: reactants, conditions, products, and yield Reactants: ClCCC(C1=CC=C(C=C1)Cl)C1=CNC2=C(C=C(C=C12)F)CSC (3-[3-chloro-1-(4-chlorophenyl)propyl]-5-fluoro-7-[(methylsulfanyl)methyl]-1H-indole), [C-]#N.[K+] (potassium cyanide). Solvent: CS(=O)C (DMSO). Run at temperature 120 celsius, time 8 hour. Yields the product ClC1=CC=C(C=C1)C(CCC#N)C1=CNC2=C(C=C(C=C12)F)CSC (4-(4-Chlorophenyl)-4-{5-fluoro-7-[(methylsulfanyl)methyl]-1H-indol-3-yl}butanonitrile). Reaction SMILES: Cl[CH2:2][CH2:3][CH:4]([C:12]1[C:20]2[C:15](=[C:16]([CH2:22][S:23][CH3:24])[CH:17]=[C:18]([F:21])[CH:19]=2)[NH:14][CH:13]=1)[C:5]1[CH:10]=[CH:9][C:8]([Cl:11])=[CH:7][CH:6]=1.[C-:25]#[N:26].[K+]>CS(C)=O>[Cl:11][C:8]1[CH:9]=[CH:10][C:5]([CH:4]([C:12]2[C:20]3[C:15](=[C:16]([CH2:22][S:23][CH3:24])[CH:17]=[C:18]([F:21])[CH:19]=3)[NH:14][CH:13]=2)[CH2:3][CH2:2][C:25]#[N:26])=[CH:6][CH:7]=1 |f:1.2|. Procedure details: 180 mg (0.47 mmol) of 3-[3-chloro-1-(4-chlorophenyl)propyl]-5-fluoro-7-[(methylsulfanyl)methyl]-1H-indole and 61.3 mg (0.94 mmol) of potassium cyanide were dissolved in 11 ml of DMSO and stirred at 120° C. overnight. The mixture was concentrated, and the residue was taken up in ethyl acetate, washed with saturated aqueous sodium bicarbonate solution, water and saturated aqueous sodium chloride solution, dried over magnesium sulfate, filtered and concentrated. The crude product was purified by pr... Starting materials: Cl (hydrochloric acid), 14.2, IC (iodomethane), [OH-].[Na+] (sodium hydroxide), 37.5, IC (iodomethane), ClC1=C(C=CC(=C1)[N+](=O)[O-])C(C#N)C1=CC(=C(C=C1)Cl)C(F)(F)F (2-chloro-α-[4-chloro-3-(trifluoromethyl)phenyl]-4-nitrobenzeneacetonitrile). The solvent is O1CCCC1 (tetrahydrofuran), O1CCCC1 (tetrahydrofuran). Procedure details: To a stirred mixture of 14.2 parts of iodomethane, 153 parts of a sodium hydroxide solution 50%, 1 part of N,N,N-triethylbenzenemethanaminium chloride and 67.5 parts of tetrahydrofuran was added dropwise, during a period of 15 minutes, a solution of 37.5 parts of 2-chloro-α-[4-chloro-3-(trifluoromethyl)phenyl]-4-nitrobenzeneacetonitrile in 67.5 parts of tetrahydrofuran. The reaction mixture was stirred and heated for 4 hours at 50°-60° C. Another portion of 2.3 parts of iodomethane was added and... Product: 34.2, ClC1=C(C=C(C=C1)C(C#N)(C)C1=C(C=C(C=C1)[N+](=O)[O-])Cl)C(F)(F)F (4-chloro-α-(2-chloro-4-nitrophenyl)-α-methyl-3 -(trifluoromethyl)benzeneacetonitrile). The reagents and catalysts are [Cl-].C(C)[N+](CC1=CC=CC=C1)(CC)CC (N,N,N-triethylbenzenemethanaminium chloride). Isolated yield 87.8%. RXN SMILES: I[CH3:2].[OH-].[Na+].[Cl:5][C:6]1[CH:11]=[C:10]([N+:12]([O-:14])=[O:13])[CH:9]=[CH:8][C:7]=1[CH:15]([C:18]1[CH:23]=[CH:22][C:21]([Cl:24])=[C:20]([C:25]([F:28])([F:27])[F:26])[CH:19]=1)[C:16]#[N:17].Cl>[Cl-].C([N+](CC)(CC)CC1C=CC=CC=1)C.O1CCCC1>[Cl:24][C:21]1[CH:22]=[CH:23][C:18]([C:15]([C:7]2[CH:8]=[CH:9][C:10]([N+:12]([O-:14])=[O:13])=[CH:11][C:6]=2[Cl:5])([CH3:2])[C:16]#[N:17])=[CH:19][C:20]=1[C:25]([F:28])([F:26])[F:27] |f:1.2,5.6|. Starting materials: FC(C1=CC=C(C[C@@H]2N(C(CC2)=O)C(=O)OC(C)(C)C)C=C1)(F)F ((R)-tert-Butyl 2-(4-(trifluoromethyl)benzyl)-5-oxopyrrolidine-1-carboxylate), NN (hydrazine). The solvent is C1CCOC1 (THF). Yields the product C(C)(C)(C)OC(N[C@H](CCNN)CC1=CC=C(C=C1)C(F)(F)F)=O (tert-Butyl((1S)-3-hydrazino-1-(4-(trifluoromethyl)benzyl)propyl)carbamate). The yield is 91.4%. RXN SMILES: [F:1][C:2]([F:24])([F:23])[C:3]1[CH:22]=[CH:21][C:6]([CH2:7][C@H:8]2[CH2:12][CH2:11]C(=O)[N:9]2[C:14]([O:16][C:17]([CH3:20])([CH3:19])[CH3:18])=[O:15])=[CH:5][CH:4]=1.[NH2:25][NH2:26]>C1COCC1>[C:17]([O:16][C:14](=[O:15])[NH:9][C@@H:8]([CH2:7][C:6]1[CH:21]=[CH:22][C:3]([C:2]([F:24])([F:23])[F:1])=[CH:4][CH:5]=1)[CH2:12][CH2:11][NH:25][NH2:26])([CH3:20])([CH3:19])[CH3:18]. Procedure: (R)-tert-Butyl 2-(4-(trifluoromethyl)benzyl)-5-oxopyrrolidine-1-carboxylate (1.46 g, 4 mmol) (prepared as shown in Scheme 15) was treated with hydrazine (0.5 mL, 16 mmol) at 50° C. in THF for 30 minutes. The mixture was partitioned between EtOAc and saturated aqueous ammonium chloride, and dried over sodium sulfate. Evaporation provided the desired product as a white amorphous solid (1.27 g, 87%). LCMS (API-ES) m/z: 276 (M-Boc+H+). Reactants: N1=C(C=CC=C1)P(C1=CC=CC=C1)CP(C1=NC=CC=C1)C1=CC=CC=C1 (bis[(2-pyridyl)(phenyl)phosphino]methane), ClCCCCl (1,3-dichloropropane). The solvent is ClCCl (dichloromethane). Yields the product N1=C(C=CC=C1)P(CCCP(C1=CC=CC=C1)C1=NC=CC=C1)C1=CC=CC=C1 (1,3-bis[(2-pyridyl)(phenyl)phosphino]propane). RXN SMILES: N1C=CC=CC=1P([CH2:14][P:15]([C:22]1[CH:27]=[CH:26][CH:25]=[CH:24][CH:23]=1)[C:16]1[CH:21]=[CH:20][CH:19]=[CH:18][N:17]=1)C1C=CC=CC=1.Cl[CH2:29][CH2:30][CH2:31]Cl>ClCCl>[N:17]1[CH:18]=[CH:19][CH:31]=[CH:30][C:29]=1[P:15]([C:22]1[CH:27]=[CH:26][CH:25]=[CH:24][CH:23]=1)[CH2:16][CH2:21][CH2:14][P:15]([C:16]1[CH:21]=[CH:20][CH:19]=[CH:18][N:17]=1)[C:22]1[CH:23]=[CH:24][CH:25]=[CH:26][CH:27]=1. Procedure: An amount of 1,3-bis[(2-pyridyl)(phenyl)phosphino]propane was prepared substantially in the same way as the diphosphine of Example 2, except that instead of dichloromethane, 1,3-dichloropropane was employed. The reactants are CC(=O)OC(C)=O, Nc1ccc(CCc2ccco2)cc1, O, c1ccncc1. The product is CC(=O)Nc1ccc(CCc2ccco2)cc1. As a reaction SMILES: [CH3:1][C:2](=[O:3])[O:4][C:5](=[O:6])[CH3:7].[NH2:8][c:9]1[cH:10][cH:11][c:12]([CH2:15][CH2:16][c:17]2[o:18][cH:19][cH:20][cH:21]2)[cH:13][cH:14]1.[OH2:22].[cH:23]1[cH:24][cH:25][n:26][cH:27][cH:28]1>>[CH3:1][C:2](=[O:3])[NH:8][c:9]1[cH:10][cH:11][c:12]([CH2:15][CH2:16][c:17]2[o:18][cH:19][cH:20][cH:21]2)[cH:13][cH:14]1. The reactants are C(C)C=1[C@H]2[C@@H]3CC[C@H]([C@@H](CCCC(C)C)C)[C@]3(CC[C@@H]2[C@]2(CCC(C=C2C1)=O)C)C (7-Ethyl-Cholest-4,6-Dien-3-one), [Li] (lithium), BrCCBr (1,2-dibromoethane), [Cl-].[NH4+] (ammonium chloride). Solvent: N (ammonia), C1CCOC1 (THF), C1(=CC=CC=C1)C (toluene), C1CCOC1 (THF). Reaction conditions: temperature -78 celsius, time 2 hour. Product: C(C)[C@@H]1[C@H]2[C@@H]3CC[C@H]([C@@H](CCCC(C)C)C)[C@]3(CC[C@@H]2[C@]2(CCC(CC2=C1)=O)C)C (7β-ethyl-cholest-5-en-3-one). Reaction SMILES: [CH2:1]([C:3]1[C@@H:4]2[C@@H:20]([C@:21]3([CH3:29])[C:26]([CH:27]=1)=[CH:25][C:24](=[O:28])[CH2:23][CH2:22]3)[CH2:19][CH2:18][C@@:17]1([CH3:30])[C@H:5]2[CH2:6][CH2:7][C@@H:8]1[C@H:9]([CH3:16])[CH2:10][CH2:11][CH2:12][CH:13]([CH3:15])[CH3:14])[CH3:2].[Li].BrCCBr.[Cl-].[NH4+]>N.C1COCC1.C1(C)C=CC=CC=1>[CH2:1]([C@H:3]1[CH:27]=[C:26]2[C@:21]([CH3:29])([CH2:22][CH2:23][C:24](=[O:28])[CH2:25]2)[C@@H:20]2[C@@H:4]1[C@H:5]1[C@:17]([CH3:30])([CH2:18][CH2:19]2)[C@@H:8]([C@H:9]([CH3:16])[CH2:10][CH2:11][CH2:12][CH:13]([CH3:15])[CH3:14])[CH2:7][CH2:6]1)[CH3:2] |f:3.4,^1:30|. Procedure details: To a solution of 3.1 g of 3, from Example 3, in 46 ml ammonia, 10 ml THF, 10 milliliters toluene, was added 449 mg of metallic lithium in small pieces. After stirring the blue solution for 2 hours at -78° C., a solution of 1,2-dibromoethane in 2 ml THF was added. After stirring the solution at -78° C. for 10 minutes, 2.1 g of ammonium chloride was added and the mixture stirred for 10 minutes. The excess ammonia was removed by evaporation under a nitrogen stream. The reaction mixture was diluted ...